This data is from the Open Reaction Database (ORD), a public repository of structured organic reaction records. The task is: describe an organic reaction: reactants, conditions, products, and yield Starting materials: Cc1cccnc1C(O)c1cc(C)c(C)o1, ClC(Cl)Cl. Product: Cc1cccnc1C(=O)c1cc(C)c(C)o1. RXN SMILES: [CH3:1][c:2]1[cH:3][c:4]([CH:8]([OH:9])[c:10]2[n:11][cH:12][cH:13][cH:14][c:15]2[CH3:16])[o:5][c:6]1[CH3:7].[CH:17]([Cl:18])([Cl:19])[Cl:20]>>[CH3:1][c:2]1[cH:3][c:4]([C:8](=[O:9])[c:10]2[n:11][cH:12][cH:13][cH:14][c:15]2[CH3:16])[o:5][c:6]1[CH3:7]. Starting materials: COC(=O)C=1C=C2N=C(C=3N(C2=CC1)C(=NN3)OC)Cl (4-chloro-1-methoxy-[1,2,4]triazolo[4,3-a]quinoxaline-7-carboxylic acid methyl ester), N1=CC=C(C=C1)CCN (2-(4-pyridyl)ethylamine), C([O-])(O)=O.[Na+] (sodium bicarbonate). Run in CN(C)C=O (DMF), O (water), CCOC(=O)C (EtOAc). Reaction conditions: temperature 50 celsius, time 15 hour. Yields the product COC(=O)C=1C=C2N=C(C=3N(C2=CC1)C(=NN3)OC)NCCC3=CC=NC=C3 (1-methoxy-4-(2-pyridin-4-ylethylamino)-[1,2,4]triazolo[4,3-a]quinoxaline-7-carboxylic acid methyl ester). Reaction SMILES: [CH3:1][O:2][C:3]([C:5]1[CH:6]=[C:7]2[C:12](=[CH:13][CH:14]=1)[N:11]1[C:15]([O:18][CH3:19])=[N:16][N:17]=[C:10]1[C:9](Cl)=[N:8]2)=[O:4].[N:21]1[CH:26]=[CH:25][C:24]([CH2:27][CH2:28][NH2:29])=[CH:23][CH:22]=1.C(=O)(O)[O-].[Na+]>CN(C=O)C.O.CCOC(C)=O>[CH3:1][O:2][C:3]([C:5]1[CH:6]=[C:7]2[C:12](=[CH:13][CH:14]=1)[N:11]1[C:15]([O:18][CH3:19])=[N:16][N:17]=[C:10]1[C:9]([NH:29][CH2:28][CH2:27][C:24]1[CH:25]=[CH:26][N:21]=[CH:22][CH:23]=1)=[N:8]2)=[O:4] |f:2.3|. Reported procedure: A mixture of 4-chloro-1-methoxy-[1,2,4]triazolo[4,3-a]quinoxaline-7-carboxylic acid methyl ester (80 mg), 2-(4-pyridyl)ethylamine (50 mg), and sodium bicarbonate (45 mg) in DMF (2 mL) was stirred at 50° C. for 15 hrs. The mixture was cooled to 23° C., and then diluted with water and EtOAc. A precipitate formed which was isolated by filtration to afford 1-methoxy-4-(2-pyridin-4-ylethylamino)-[1,2,4]triazolo[4,3-a]quinoxaline-7-carboxylic acid methyl ester. MS (M+H)+=379.3. Reactants: COC(=O)C(N)Cc1ccc(F)c(Br)c1, Cl, O=C(O)c1cc(Cl)c(Cl)cc1NS(=O)(=O)c1cccc2nsnc12. Yields the product COC(=O)C(Cc1ccc(F)c(Br)c1)NC(=O)c1cc(Cl)c(Cl)cc1NS(=O)(=O)c1cccc2nsnc12. As a reaction SMILES: [CH3:2][O:3][C:4]([CH:5]([NH2:6])[CH2:7][c:8]1[cH:9][c:10]([Br:15])[c:11]([F:14])[cH:12][cH:13]1)=[O:16].[ClH:1].[n:17]1[c:18]2[c:19]([n:20][s:21]1)[c:22]([S:26](=[O:27])(=[O:28])[NH:29][c:30]1[c:31]([C:32](=[O:33])[OH:34])[cH:35][c:36]([Cl:40])[c:37]([Cl:39])[cH:38]1)[cH:23][cH:24][cH:25]2>>[CH3:2][O:3][C:4]([CH:5]([NH:6][C:32]([c:31]1[c:30]([NH:29][S:26]([c:22]2[c:19]3[c:18]([n:17][s:21][n:20]3)[cH:25][cH:24][cH:23]2)(=[O:27])=[O:28])[cH:38][c:37]([Cl:39])[c:36]([Cl:40])[cH:35]1)=[O:33])[CH2:7][c:8]1[cH:9][c:10]([Br:15])[c:11]([F:14])[cH:12][cH:13]1)=[O:16]. The reactants are Cl.FC1=C(C=C(CNC(=O)C2=NC(=NC(=C2)C2=NOC(C2)C2CCNCC2)C)C=C1)OC (N-(4-fluoro-3-methoxybenzyl)-2-methyl-6-(5-(piperidin-4-yl)-4,5-dihydroisoxazol-3-yl)pyrimidine-4-carboxamide hydrochloride), TEA, C(C)(=O)OCC(=O)Cl (acetoxyacetyl chloride). The solvent is ClCCl (dichloromethane), O (water). Reaction conditions: time 10 minute. Yields the product C(C)(=O)OCC(=O)N1CCC(CC1)C1CC(=NO1)C1=NC(=NC(=C1)C(NCC1=CC(=C(C=C1)F)OC)=O)C (2-(4-(3-(6-(4-fluoro-3-methoxybenzylcarbamoyl)-2-methylpyrimidin-4-yl)-4,5-dihydroisoxazol-5-yl)piperidin-1-yl)-2-oxoethyl acetate). The yield is 88.2%. Reaction SMILES: Cl.[F:2][C:3]1[CH:30]=[CH:29][C:6]([CH2:7][NH:8][C:9]([C:11]2[CH:16]=[C:15]([C:17]3[CH2:21][CH:20]([CH:22]4[CH2:27][CH2:26][NH:25][CH2:24][CH2:23]4)[O:19][N:18]=3)[N:14]=[C:13]([CH3:28])[N:12]=2)=[O:10])=[CH:5][C:4]=1[O:31][CH3:32].[C:33]([O:36][CH2:37][C:38](Cl)=[O:39])(=[O:35])[CH3:34]>ClCCl.O>[C:33]([O:36][CH2:37][C:38]([N:25]1[CH2:24][CH2:23][CH:22]([CH:20]2[O:19][N:18]=[C:17]([C:15]3[CH:16]=[C:11]([C:9](=[O:10])[NH:8][CH2:7][C:6]4[CH:29]=[CH:30][C:3]([F:2])=[C:4]([O:31][CH3:32])[CH:5]=4)[N:12]=[C:13]([CH3:28])[N:14]=3)[CH2:21]2)[CH2:27][CH2:26]1)=[O:39])(=[O:35])[CH3:34] |f:0.1|. Procedure details: To a cold solution of N-(4-fluoro-3-methoxybenzyl)-2-methyl-6-(5-(piperidin-4-yl)-4,5-dihydroisoxazol-3-yl)pyrimidine-4-carboxamide hydrochloride (1.8 g, 3.87 mmol, Preparation #K.1) in dichloromethane (20 mL) were added TEA (3.3 mL, 23.2 mmol) and acetoxyacetyl chloride (0.5 mL, 4.65 mmol). The reaction mixture was slowly warmed to RT and stirred for about 10 min. The reaction mixture was diluted with water (10 mL) and the product was extracted with DCM (2×20 mL). The combined organic layers we...